Dataset: the Open Reaction Database (ORD), a public repository of structured organic reaction records. Task: describe an organic reaction: reactants, conditions, products, and yield The reactants are C=NCC(C)(C)c1ccsc1, Cl, [Na+], [OH-]. The product is CC1(C)CNCc2sccc21. RXN SMILES: [CH2:1]=[N:2][CH2:3][C:4]([CH3:5])([c:6]1[cH:7][s:8][cH:9][cH:10]1)[CH3:11].[ClH:12].[Na+:14].[OH-:13]>>[CH2:1]1[NH:2][CH2:3][C:4]([CH3:5])([CH3:11])[c:6]2[c:7]1[s:8][cH:9][cH:10]2. Reactants: S1C(=NC2=C1C=CC=C2)C(O)C2=CC(=CC=C2)Br (benzothiazol-2-yl(3-bromophenyl)methanol), COC1=CC=C(C=C1)B(O)O (4-methoxy-phenylboronic acid), C([O-])([O-])=O.[K+].[K+] (potassium carbonate), O (water). Reagents/catalysts: C=1C=CC(=CC1)[P](C=2C=CC=CC2)(C=3C=CC=CC3)[Pd]([P](C=4C=CC=CC4)(C=5C=CC=CC5)C=6C=CC=CC6)([P](C=7C=CC=CC7)(C=8C=CC=CC8)C=9C=CC=CC9)[P](C=1C=CC=CC1)(C=1C=CC=CC1)C=1C=CC=CC1 (tetrakis(triphenylphosphine)palladium). Run in C1(=CC=CC=C1)C (toluene), C(C)O (ethanol). Product: S1C(=NC2=C1C=CC=C2)C(O)C=2C=C(C=CC2)C2=CC=C(C=C2)OC (benzothiazol-2-yl(4′-methoxybiphenyl-3-yl)methanol). RXN SMILES: [S:1]1[C:5]2[CH:6]=[CH:7][CH:8]=[CH:9][C:4]=2[N:3]=[C:2]1[CH:10]([C:12]1[CH:17]=[CH:16][CH:15]=[C:14](Br)[CH:13]=1)[OH:11].[CH3:19][O:20][C:21]1[CH:26]=[CH:25][C:24](B(O)O)=[CH:23][CH:22]=1.C(=O)([O-])[O-].[K+].[K+].O>C1C=CC([P]([Pd]([P](C2C=CC=CC=2)(C2C=CC=CC=2)C2C=CC=CC=2)([P](C2C=CC=CC=2)(C2C=CC=CC=2)C2C=CC=CC=2)[P](C2C=CC=CC=2)(C2C=CC=CC=2)C2C=CC=CC=2)(C2C=CC=CC=2)C2C=CC=CC=2)=CC=1.C1(C)C=CC=CC=1.C(O)C>[S:1]1[C:5]2[CH:6]=[CH:7][CH:8]=[CH:9][C:4]=2[N:3]=[C:2]1[CH:10]([C:12]1[CH:13]=[C:14]([C:24]2[CH:25]=[CH:26][C:21]([O:20][CH3:19])=[CH:22][CH:23]=2)[CH:15]=[CH:16][CH:17]=1)[OH:11] |f:2.3.4,^1:40,42,61,80|. Procedure: A mixture of benzothiazol-2-yl(3-bromophenyl)methanol (200 mg), 4-methoxy-phenylboronic acid (142 mg), tetrakis(triphenylphosphine)palladium (50 mg), potassium carbonate (259 mg), water (4 mL), ethanol (1 mL) and toluene (9 mL) is purged with argon and refluxed for one night. After cooling at room temperature, the mixture is diluted with water and diethylether. The organic phase is dried over magnesium sulfate and concentrated under reduced pressure. The residue is purified by column chromatogra... Starting materials: CN(C=1C=C(C(=O)O)C=C(N1)C)C (2-dimethylamino-6-methyl-isonicotinic acid), ClC=1C=C(C(=O)O)C=C(N1)C (2-chloro-6-methyl-isonicotinic acid), C(C(C)C)NC (isobutyl-methyl-amine). Product: C(C(C)C)N(C=1C=C(C(=O)O)C=C(N1)C)C (2-(Isobutyl-methyl-amino)-6-methyl-isonicotinic acid). Reaction SMILES: [CH3:1][N:2]([CH3:13])[C:3]1[CH:4]=[C:5]([CH:9]=[C:10]([CH3:12])[N:11]=1)[C:6]([OH:8])=[O:7].Cl[C:15]1[CH:16]=[C:17](C=C(C)N=1)C(O)=O.C(NC)C(C)C>>[CH2:1]([N:2]([CH3:13])[C:3]1[CH:4]=[C:5]([CH:9]=[C:10]([CH3:12])[N:11]=1)[C:6]([OH:8])=[O:7])[CH:16]([CH3:17])[CH3:15]. Procedure: The title compound is prepared in analogy to 2-dimethylamino-6-methyl-isonicotinic acid starting from 2-chloro-6-methyl-isonicotinic acid and using isobutyl-methyl-amine; LC-MS: tR=0.61 min, [M+H]+=223.10.